The task is: describe an organic reaction: reactants, conditions, products, and yield. This data is from the Open Reaction Database (ORD), a public repository of structured organic reaction records. Yields the product c1ccc(CN2CCOc3nc(N4CCOCC4)cnc3C2)cc1. Starting materials: Clc1cnc2c(n1)OCCN(Cc1ccccc1)C2, C1COCCN1, CC(C)(C)[O-], Cc1ccccc1, [Na+], O=C(C=Cc1ccccc1)C=Cc1ccccc1, O=C(C=Cc1ccccc1)C=Cc1ccccc1, O=C(C=Cc1ccccc1)C=Cc1ccccc1, O, [Pd], [Pd]. RXN SMILES: [CH2:1]([c:2]1[cH:3][cH:4][cH:5][cH:6][cH:7]1)[N:8]1[CH2:9][CH2:10][O:11][c:12]2[c:13]([n:15][cH:16][c:17]([Cl:19])[n:18]2)[CH2:14]1.[CH2:20]1[CH2:21][O:22][CH2:23][CH2:24][NH:25]1.[CH3:26][C:27]([CH3:28])([O-:29])[CH3:30].[CH3:33][c:34]1[cH:35][cH:36][cH:37][cH:38][cH:39]1.[Na+:31].[O:42]=[C:43]([CH:44]=[CH:45][c:46]1[cH:47][cH:48][cH:49][cH:50][cH:51]1)[CH:52]=[CH:53][c:54]1[cH:55][cH:56][cH:57][cH:58][cH:59]1.[O:60]=[C:61]([CH:62]=[CH:63][c:64]1[cH:65][cH:66][cH:67][cH:68][cH:69]1)[CH:70]=[CH:71][c:72]1[cH:73][cH:74][cH:75][cH:76][cH:77]1.[O:78]=[C:79]([CH:80]=[CH:81][c:82]1[cH:83][cH:84][cH:85][cH:86][cH:87]1)[CH:88]=[CH:89][c:90]1[cH:91][cH:92][cH:93][cH:94][cH:95]1.[OH2:32].[Pd:40].[Pd:41]>>[CH2:1]([c:2]1[cH:3][cH:4][cH:5][cH:6][cH:7]1)[N:8]1[CH2:9][CH2:10][O:11][c:12]2[c:13]([n:15][cH:16][c:17]([N:25]3[CH2:20][CH2:21][O:22][CH2:23][CH2:24]3)[n:18]2)[CH2:14]1. Starting materials: C(C)(C)(C)OC(NC1=C(C=C(C(=C1)CCC)C(F)(F)F)NC(CC(C1=CC(=CC=C1)C=1C=NC=CC1)=O)=O)=O ({2-[3-oxo-3-(3-pyridin-3-yl-phenyl)-propionylamino]-5-propyl-4-trifluoromethyl-phenyl}-carbamic acid tert-butyl ester), C(=O)(C(F)(F)F)O (TFA). The solvent is C(Cl)Cl (CH2Cl2). Product: C(CC)C1=CC2=C(NC(CC(=N2)C2=CC(=CC=C2)C=2C=NC=CC2)=O)C=C1C(F)(F)F (7-Propyl-4-(3-pyridin-3-yl-phenyl)-8-trifluoromethyl-1,3-dihydro-benzo[b][1,4]diazepin-2-one), solid. Yield: 59.0%. RXN SMILES: C(OC(=O)[NH:7][C:8]1[CH:13]=[C:12]([CH2:14][CH2:15][CH3:16])C(C(F)(F)F)=[CH:10][C:9]=1[NH:21][C:22](=[O:38])[CH2:23][C:24](=O)[C:25]1[CH:30]=[CH:29][CH:28]=[C:27]([C:31]2[CH:32]=[N:33][CH:34]=[CH:35][CH:36]=2)[CH:26]=1)(C)(C)C.[C:40](O)([C:42]([F:45])([F:44])[F:43])=O>C(Cl)Cl>[CH2:14]([C:12]1[C:40]([C:42]([F:45])([F:44])[F:43])=[CH:10][C:9]2[NH:21][C:22](=[O:38])[CH2:23][C:24]([C:25]3[CH:30]=[CH:29][CH:28]=[C:27]([C:31]4[CH:32]=[N:33][CH:34]=[CH:35][CH:36]=4)[CH:26]=3)=[N:7][C:8]=2[CH:13]=1)[CH2:15][CH3:16]. Procedure: The title compound was prepared from {2-[3-oxo-3-(3-pyridin-3-yl-phenyl)-propionylamino]-5-propyl-4-trifluoromethyl-phenyl}-carbamic acid tert-butyl ester (Example M210) (165 mg, 0.31 mmol) by treatment with TFA in CH2Cl2 according to the general procedure N. Obtained as a yellow solid (77 mg, 59%). Starting materials: C1CCOC1, COCCO, CCOC(C)=O, O=C(N=NC(=O)N1CCCCC1)N1CCCCC1, CC(C)(C)c1cc(N)n(-c2ccc(O)cc2)n1, c1ccc(P(c2ccccc2)c2ccccc2)cc1. The product is COCCOc1ccc(-n2nc(C(C)(C)C)cc2N)cc1. RXN SMILES: [CH2:60]1[O:61][CH2:62][CH2:63][CH2:64]1.[CH3:18][O:19][CH2:20][CH2:21][OH:22].[CH3:65][CH2:66][O:67][C:68]([CH3:69])=[O:70].[N:23]([C:24]([N:25]1[CH2:26][CH2:27][CH2:28][CH2:29][CH2:30]1)=[O:31])=[N:32][C:33]([N:34]1[CH2:35][CH2:36][CH2:37][CH2:38][CH2:39]1)=[O:40].[NH2:1][c:2]1[cH:3][c:4]([C:14]([CH3:15])([CH3:16])[CH3:17])[n:5][n:6]1-[c:7]1[cH:8][cH:9][c:10]([OH:13])[cH:11][cH:12]1.[c:41]1([P:42]([c:43]2[cH:44][cH:45][cH:46][cH:47][cH:48]2)[c:49]2[cH:50][cH:51][cH:52][cH:53][cH:54]2)[cH:55][cH:56][cH:57][cH:58][cH:59]1>>[NH2:1][c:2]1[cH:3][c:4]([C:14]([CH3:15])([CH3:16])[CH3:17])[n:5][n:6]1-[c:7]1[cH:8][cH:9][c:10]([O:13][CH2:21][CH2:20][O:19][CH3:18])[cH:11][cH:12]1. Starting materials: NC1=NC(=NS1)/C(/C(=O)O)=N/OC(C)(C)C(=O)OC(C)(C)C ((Z)-2-(5-amino-1,2,4-thiadiazol-3-yl)-2-(1-tert-butoxycarbonyl-1-methylethoxyimino)acetic acid), C([O-])([O-])=O.[K+].[K+] (potassium carbonate), CS(=O)(=O)Cl (methanesulfonyl chloride), Cl.N[C@H]1[C@@H]2N(C(=C(CS2)CCl)C(=O)OCC2=CC=C(C=C2)OC)C1=O (4-methoxybenzyl 7β-amino-3-chloromethyl-3-cephem-4-carboxylate hydrochloride). Solvent: C(C)N(CC)CC (triethylamine), C(C)N(CC)CC (triethylamine), CN(C(C)=O)C (N,N-dimethylacetamide), O (water), C(C)(=O)OCC (ethyl acetate), O (water), C(C)(=O)OCC (ethyl acetate). Run at temperature 10 celsius, time 2 hour. Product: NC1=NC(=NS1)/C(/C(=O)N[C@H]1[C@@H]2N(C(=C(CS2)CCl)C(=O)OCC2=CC=C(C=C2)OC)C1=O)=N/OC(C)(C)C(=O)OC(C)(C)C (4-methoxybenzyl 7β-[(Z)-2-(5-amino-1,2,4-thiadiazol-3-yl)-2-(1-tert-butoxycarbonyl-1-methylethoxyimino)acetamido]-3-chloromethyl-3-cephem-4-carboxylate). Isolated yield 98.3%. As a reaction SMILES: [NH2:1][C:2]1[S:6][N:5]=[C:4](/[C:7](=[N:11]/[O:12][C:13]([C:16]([O:18][C:19]([CH3:22])([CH3:21])[CH3:20])=[O:17])([CH3:15])[CH3:14])/[C:8]([OH:10])=O)[N:3]=1.C(=O)([O-])[O-].[K+].[K+].CS(Cl)(=O)=O.Cl.[NH2:35][C@@H:36]1[C:57](=[O:58])[N:38]2[C:39]([C:45]([O:47][CH2:48][C:49]3[CH:54]=[CH:53][C:52]([O:55][CH3:56])=[CH:51][CH:50]=3)=[O:46])=[C:40]([CH2:43][Cl:44])[CH2:41][S:42][C@H:37]12>CN(C)C(=O)C.O.C(OCC)(=O)C.C(N(CC)CC)C>[NH2:1][C:2]1[S:6][N:5]=[C:4](/[C:7](=[N:11]/[O:12][C:13]([C:16]([O:18][C:19]([CH3:22])([CH3:21])[CH3:20])=[O:17])([CH3:15])[CH3:14])/[C:8]([NH:35][C@@H:36]2[C:57](=[O:58])[N:38]3[C:39]([C:45]([O:47][CH2:48][C:49]4[CH:54]=[CH:53][C:52]([O:55][CH3:56])=[CH:51][CH:50]=4)=[O:46])=[C:40]([CH2:43][Cl:44])[CH2:41][S:42][C@H:37]23)=[O:10])[N:3]=1 |f:1.2.3,5.6|. Procedure details: To a solution of (Z)-2-(5-amino-1,2,4-thiadiazol-3-yl)-2-(1-tert-butoxycarbonyl-1-methylethoxyimino)acetic acid (319 g) in N,N-dimethylacetamide (1.5 L) were added potassium carbonate (113 g) and methanesulfonyl chloride (126 ml) under ice-cooling. The mixture was stirred at 10° C. for 2 hours. The reaction mixture was added to a mixture of ethyl acetate and water. The organic layer was washed with water and brine to give an activated acid solution. On the other hand, a suspension of 4-methoxybe... Reactants: CC=1C(C=C(C(C1)=O)C)=O (2,5-dimethyl-1,4-benzoquinone), Cl.CN(CCCS)C (3-(dimethylamino)propanethiol hydrochloride). The reagents and catalysts are C(C)N(CC)CC (triethylamine). Solvent: CC(=O)C (acetone). Conditions: time 15 hour. The product is Cl.Cl.CN(CCCSC1=C(C(=C(C(=C1C)O)SCCCN(C)C)C)O)C (2,5-bis((3-(dimethylamino)propyl)thio)-3,6-dimethyl-1,4-benzenediol dihydrochloride). As a reaction SMILES: [CH3:1][C:2]1[C:3](=[O:10])[CH:4]=[C:5]([CH3:9])[C:6](=[O:8])[CH:7]=1.[ClH:11].[CH3:12][N:13]([CH3:18])[CH2:14][CH2:15][CH2:16][SH:17]>C(N(CC)CC)C.CC(C)=O>[ClH:11].[ClH:11].[CH3:12][N:13]([CH3:18])[CH2:14][CH2:15][CH2:16][S:17][C:4]1[C:5]([CH3:9])=[C:6]([OH:8])[C:7]([S:17][CH2:16][CH2:15][CH2:14][N:13]([CH3:18])[CH3:12])=[C:2]([CH3:1])[C:3]=1[OH:10] |f:1.2,5.6.7|. Reported procedure: A mixture of 27.2 g (0.200 mole) of 2,5-dimethyl-1,4-benzoquinone, 31.1 g (0.200 mole) of 3-(dimethylamino)propanethiol hydrochloride and six drops of triethylamine in 300 ml of acetone was stirred at ambient temperature for 15 hours. The cream-colored, crude, solid product was collected on a filter and recrystallized from methanol to give the pure product, 2,5-bis((3-(dimethylamino)propyl)thio)-3,6-dimethyl-1,4-benzenediol dihydrochloride, as cream-colored platelets, mp 254.5° C. The reactants are CO (methanol), O1COC2=C1C=CC(=C2)C=2OC1=CC=C(C=C1C(C2O)=O)Cl (2-(Benzo[1,3]dioxol-5-yl)-6-chloro-3-hydroxy-4H-chromen-4-one), B(Br)(Br)Br (boron tribromide), B(Br)(Br)Br (boron tribromide). The solvent is C(Cl)Cl (methylenechloride). Reaction conditions: time 2 hour. The product is ClC=1C=C2C(C(=C(OC2=CC1)C1=CC(=C(C=C1)O)O)O)=O (6-Chloro-2-(3,4-dihydroxyphenyl)-3-hydroxy-4H-chromen-4-one). Isolated yield 72704984.0%. RXN SMILES: [O:1]1[C:5]2[CH:6]=[CH:7][C:8]([C:10]3[O:11][C:12]4[C:17]([C:18](=[O:21])[C:19]=3[OH:20])=[CH:16][C:15]([Cl:22])=[CH:14][CH:13]=4)=[CH:9][C:4]=2[O:3]C1.B(Br)(Br)Br.CO>C(Cl)Cl>[Cl:22][C:15]1[CH:16]=[C:17]2[C:12](=[CH:13][CH:14]=1)[O:11][C:10]([C:8]1[CH:7]=[CH:6][C:5]([OH:1])=[C:4]([OH:3])[CH:9]=1)=[C:19]([OH:20])[C:18]2=[O:21]. Reported procedure: 10 mg (31.6 pmol) of the compound obtained in Example 12 was dissolved in 2 ml of methylenechloride, 3 molar equivalents of boron tribromide (BBr3) was added thereto, and then the mixture was stirred at room temperature for 2 hours. The remained boron tribromide (BBr3) was decomposed with methanol. The residue was concentrated under reduced pressure, and purified by preparative TLC to give 7 mg of the title compound in a yield of 72%. Reaction SMILES: [CH2:1]([CH2:2][CH2:3][CH3:4])[P:5]([CH2:6][CH2:7][CH2:8][CH3:9])[CH2:10][CH2:11][CH2:12][CH3:13].[CH2:25]([PH+:26]([CH2:27][CH2:28][CH2:29][CH3:30])[CH2:31][CH2:32][CH2:33][CH3:34])[CH2:35][CH2:36][CH3:37].[CH3:38][c:39]1[cH:40][cH:41][cH:42][cH:43][cH:44]1.[Cl-:24].[Cl:14][CH2:15][c:16]1[cH:17][cH:18][c:19]([CH2:22][Cl:23])[cH:20][cH:21]1>>[CH2:1]([CH2:2][CH2:3][CH3:4])[P+:5]([CH2:6][CH2:7][CH2:8][CH3:9])([CH2:10][CH2:11][CH2:12][CH3:13])[CH2:15][c:16]1[cH:17][cH:18][c:19]([CH2:22][Cl:23])[cH:20][cH:21]1.[Cl-:14]. Product: CCCC[P+](CCCC)(CCCC)Cc1ccc(CCl)cc1, [Cl-]. Reactants: CCCCP(CCCC)CCCC, CCCC[PH+](CCCC)CCCC, Cc1ccccc1, [Cl-], ClCc1ccc(CCl)cc1. The reactants are BrC=1C(=NC=C(C(=O)NC2=CC=C(C=C2)OC(F)(F)F)C1)Cl (5-bromo-6-chloro-N-(4-(trifluoromethoxy)phenyl)nicotinamide), C(=O)([O-])[O-].[K+].[K+] (K2CO3), COCCO (2-methoxyethanol). Run at temperature 110 celsius, time 4 hour. Yields the product BrC=1C(=NC=C(C(=O)NC2=CC=C(C=C2)OC(F)(F)F)C1)OCCOC (5-Bromo-6-(2-methoxyethoxy)-N-(4-(trifluoromethoxy)phenyl)nicotinamide). Reaction SMILES: [Br:1][C:2]1[C:3](Cl)=[N:4][CH:5]=[C:6]([CH:21]=1)[C:7]([NH:9][C:10]1[CH:15]=[CH:14][C:13]([O:16][C:17]([F:20])([F:19])[F:18])=[CH:12][CH:11]=1)=[O:8].C([O-])([O-])=O.[K+].[K+].[CH3:29][O:30][CH2:31][CH2:32][OH:33]>>[Br:1][C:2]1[C:3]([O:33][CH2:32][CH2:31][O:30][CH3:29])=[N:4][CH:5]=[C:6]([CH:21]=1)[C:7]([NH:9][C:10]1[CH:15]=[CH:14][C:13]([O:16][C:17]([F:20])([F:19])[F:18])=[CH:12][CH:11]=1)=[O:8] |f:1.2.3|. Procedure: A mixture of 5-bromo-6-chloro-N-(4-(trifluoromethoxy)phenyl)nicotinamide (Stage 44.2, 250 mg, 0.632 mmol) and K2CO3 (131 mg, 0.948 mmol) in 2-methoxyethanol (997 μl, 12.64 mmol) was stirred at 110° C. for 4 h. The solvent was evaporated off under reduced pressure to afford the title compound which was used directly. UPLC-MS (Condition 2) tR=1.18 min, m/z=435.2/437.2 [M+H]+; 1H-NMR (600 MHz, DMSO-d6) δ ppm 3.32 (s, 3H) 3.64-3.76 (m, 2H) 4.48-4.59 (m, 2H) 7.38 (d, J=8.66 Hz, 2H) 7.85 (d, J=9.03 Hz...